Dataset: the Open Reaction Database (ORD), a public repository of structured organic reaction records. Task: describe an organic reaction: reactants, conditions, products, and yield Starting materials: CN(C)C=O, Fc1ccc(Sc2ccccc2C=CCBr)cc1, NOC1CCCCO1, O. Product: Fc1ccc(Sc2ccccc2C=CCNOC2CCCCO2)cc1. RXN SMILES: [CH3:28][N:29]([CH3:30])[CH:31]=[O:32].[F:9][c:10]1[cH:11][cH:12][c:13]([S:16][c:17]2[c:18]([CH:23]=[CH:24][CH2:25][Br:26])[cH:19][cH:20][cH:21][cH:22]2)[cH:14][cH:15]1.[O:1]1[CH:2]([O:7][NH2:8])[CH2:3][CH2:4][CH2:5][CH2:6]1.[OH2:27]>>[O:1]1[CH:2]([O:7][NH:8][CH2:25][CH:24]=[CH:23][c:18]2[c:17]([S:16][c:13]3[cH:12][cH:11][c:10]([F:9])[cH:15][cH:14]3)[cH:22][cH:21][cH:20][cH:19]2)[CH2:3][CH2:4][CH2:5][CH2:6]1. Reactants: BrC=1C=C(N)C=CC1 (3-Bromoaniline), C(C)(=O)OCC (ethyl acetate), Cl (hydrogen chloride). The solvent is C(C)OCC (diethyl ether). The product is BrC=1C=C(C=CC1)N=C=O (3-bromophenyliso-cyanate). Isolated yield 87.0%. As a reaction SMILES: [Br:1][C:2]1[CH:3]=[C:4]([CH:6]=[CH:7][CH:8]=1)[NH2:5].Cl.[C:10](OCC)(=[O:12])C>C(OCC)C>[Br:1][C:2]1[CH:3]=[C:4]([N:5]=[C:10]=[O:12])[CH:6]=[CH:7][CH:8]=1. Procedure: 3-Bromoaniline (2.63 g, 15.3 mmol) was dissolved in ethyl acetate (100 ml) and 1N dry hydrogen chloride in diethyl ether (15.3 ml) was added and the solvents were removed in vacuo. The residue was stripped twice with toluene and the residue was suspended in toluene (30 ml). Diphosgene (6.1 ml) was added and the mixture was refluxed for 1.5 hour. After cooling, the solution was concentrated in vacuo to afford 2.63 g (87%) 3-bromophenyliso-cyanate.